From a dataset of the Open Reaction Database (ORD), a public repository of structured organic reaction records. describe an organic reaction: reactants, conditions, products, and yield Reactants: C1CCOC1, COc1cc(C(C)C)c(OC)c2c1C1(C)CCC(=O)C(C)=C1CC2, [Li], N. Yields the product COc1cc(C(C)C)c(OC)c2c1C1(C)CCC(=O)C(C)C1CC2. RXN SMILES: [CH2:27]1[O:28][CH2:29][CH2:30][CH2:31]1.[CH3:3][O:4][c:5]1[c:6]2[c:15]([c:16]([O:22][CH3:23])[c:17]([CH:19]([CH3:20])[CH3:21])[cH:18]1)[CH2:14][CH2:13][C:12]1=[C:11]([CH3:24])[C:10](=[O:25])[CH2:9][CH2:8][C:7]21[CH3:26].[Li:2].[NH3:1]>>[CH3:3][O:4][c:5]1[c:6]2[c:15]([c:16]([O:22][CH3:23])[c:17]([CH:19]([CH3:20])[CH3:21])[cH:18]1)[CH2:14][CH2:13][CH:12]1[C:7]2([CH3:26])[CH2:8][CH2:9][C:10](=[O:25])[CH:11]1[CH3:24].